Dataset: the Open Reaction Database (ORD), a public repository of structured organic reaction records. Task: describe an organic reaction: reactants, conditions, products, and yield The reactants are C(C)(C)(C)OC(N[C@]1(CO[C@@H]([C@H]1C(C(F)(F)F)O)C)C1=C(C=CC=C1)F)=O ([(3S,4R,5R)-3-(2-Fluoro-phenyl)-5-methyl-4-(2,2,2-trifluoro-1-hydroxy-ethyl)-tetrahydro-furan-3-yl]-carbamic acid tert-butyl ester), C(=O)(C(F)(F)F)O (TFA). The solvent is C(Cl)Cl (DCM). Reaction conditions: time 16 hour. Yields the product N[C@@]1([C@@H]([C@H](OC1)C)C(C(F)(F)F)O)C1=C(C=CC=C1)F (1-[(2R,3R,4S)-4-Amino-4-(2-fluoro-phenyl)-2-methyl-tetrahydro-furan-3-yl]-2,2,2-trifluoro-ethanol). The yield is 1334.3%. As a reaction SMILES: C(OC(=O)[NH:7][C@:8]1([C:20]2[CH:25]=[CH:24][CH:23]=[CH:22][C:21]=2[F:26])[C@H:12]([CH:13]([OH:18])[C:14]([F:17])([F:16])[F:15])[C@@H:11]([CH3:19])[O:10][CH2:9]1)(C)(C)C.C(O)(C(F)(F)F)=O>C(Cl)Cl>[NH2:7][C@@:8]1([C:20]2[CH:25]=[CH:24][CH:23]=[CH:22][C:21]=2[F:26])[CH2:9][O:10][C@H:11]([CH3:19])[C@H:12]1[CH:13]([OH:18])[C:14]([F:17])([F:15])[F:16]. Procedure: [(3S,4R,5R)-3-(2-Fluoro-phenyl)-5-methyl-4-(2,2,2-trifluoro-1-hydroxy-ethyl)-tetrahydro-furan-3-yl]-carbamic acid tert-butyl ester (Preparation Example 30-(3)) (1.20 g, 0.23 mmol) was dissolved in DCM (20 ml). TFA (10 ml) was added. The reaction mixture was stirred overnight (16 h). The reaction was then concentrated, 10 ml of aqueous saturated sodium carbonate was added then extracted with DCM (2×40 ml). 900 mg (86%) of a mixture of the title compound (85%) and its epimer at the CF3 position (1...